From a dataset of the Open Reaction Database (ORD), a public repository of structured organic reaction records. describe an organic reaction: reactants, conditions, products, and yield Starting materials: C(C)OC(=O)C1=CC(=NO1)C1=CC=C(C=C1)NC=1SC2=C(N1)C=CC(=C2)F (3-[4-(6-fluoro-benzothiazol-2-ylamino)-phenyl]-isoxazole-5-carboxylic acid ethyl ester), N (ammonia). Yields the product FC1=CC2=C(N=C(S2)NC2=CC=C(C=C2)C2=NOC(=C2)C(=O)N)C=C1 (3-[4-(6-Fluoro-benzothiazol-2-ylamino)-phenyl]-isoxazole-5-carboxylic acid amide). Isolated yield 97.4%. Reaction SMILES: C([O:3][C:4]([C:6]1[O:10][N:9]=[C:8]([C:11]2[CH:16]=[CH:15][C:14]([NH:17][C:18]3[S:19][C:20]4[CH:26]=[C:25]([F:27])[CH:24]=[CH:23][C:21]=4[N:22]=3)=[CH:13][CH:12]=2)[CH:7]=1)=O)C.[NH3:28]>>[F:27][C:25]1[CH:24]=[CH:23][C:21]2[N:22]=[C:18]([NH:17][C:14]3[CH:13]=[CH:12][C:11]([C:8]4[CH:7]=[C:6]([C:4]([NH2:28])=[O:3])[O:10][N:9]=4)=[CH:16][CH:15]=3)[S:19][C:20]=2[CH:26]=1. Reported procedure: A mixture of 3-[4-(6-fluoro-benzothiazol-2-ylamino)-phenyl]-isoxazole-5-carboxylic acid ethyl ester (4.0 g; 10.44 mmol) and saturated methanolic ammonia (250 ml) was stirred to obtain a white solid. The solvent was evaporated, and the residue was stirred with light petroleum and filtered. The residue was washed with light petroleum and dried to obtain 3.6 g (97.4%) of the title compound. Mass (ES+), 355 (M++1); IR (KBr): 3463, 3123 (br), 1700, 1607, 1553 (br); 1447 (br); 1H NMR (DMSO-d6) δ: 7.18...